This data is from the Open Reaction Database (ORD), a public repository of structured organic reaction records. The task is: describe an organic reaction: reactants, conditions, products, and yield Reaction SMILES: [Br:22][c:23]1[n:24][c:25]([Br:29])[cH:26][cH:27][cH:28]1.[I:1][c:2]1[n:3][c:4](-[c:12]2[cH:13][cH:14][c:15]([C:18]([F:19])([F:20])[F:21])[cH:16][cH:17]2)[cH:5][c:6]([C:8]([F:9])([F:10])[F:11])[n:7]1>>[c:2]1(-[c:25]2[n:24][c:23]([Br:22])[cH:28][cH:27][cH:26]2)[n:3][c:4](-[c:12]2[cH:13][cH:14][c:15]([C:18]([F:19])([F:20])[F:21])[cH:16][cH:17]2)[cH:5][c:6]([C:8]([F:9])([F:10])[F:11])[n:7]1. The reactants are Brc1cccc(Br)n1, FC(F)(F)c1ccc(-c2cc(C(F)(F)F)nc(I)n2)cc1. Product: FC(F)(F)c1ccc(-c2cc(C(F)(F)F)nc(-c3cccc(Br)n3)n2)cc1. Starting materials: C(=O)N1C=2N(CCC1)N=CC2 (4-formyl-4,5,6,7-tetrahydropyrazolo[1,5-a]pyrimidine), [N+](=O)([O-])[O-].[K+] (potassium nitrate), ice. The solvent is S(O)(O)(=O)=O (sulfuric acid). Run at time 17 hour. Product: [N+](=O)([O-])C=1C=NN2C1NCCC2 (3-nitro-4,5,6,7-tetrahydropyrazolo[1,5-a]pyrimidine). Isolated yield 37.5%. As a reaction SMILES: C([N:3]1[CH2:8][CH2:7][CH2:6][N:5]2[N:9]=[CH:10][CH:11]=[C:4]12)=O.[N+:12]([O-])([O-:14])=[O:13].[K+]>S(=O)(=O)(O)O>[N+:12]([C:11]1[CH:10]=[N:9][N:5]2[CH2:6][CH2:7][CH2:8][NH:3][C:4]=12)([O-:14])=[O:13] |f:1.2|. Procedure: To a solution of 4-formyl-4,5,6,7-tetrahydropyrazolo[1,5-a]pyrimidine (1.51 g) in sulfuric acid (7.5 ml) was added potassium nitrate (111 g) under ice-cooling. The mixture was stirred at room temperature for 17 hours. The reaction mixture was added to ice (100 g). The crystalline residue was collected by filtration and dried in vacuo to give 3-nitro-4,5,6,7-tetrahydropyrazolo[1,5-a]pyrimidine (0.63 g) as a solid. Starting materials: O=C(n1ccnc1)n1ccnc1, C1CCOC1, CNCc1ccccc1, O=C1CC(C(=O)O)C1. Yields the product CN(Cc1ccccc1)C(=O)C1CC(=O)C1. As a reaction SMILES: [C:1]([n:2]1[cH:3][cH:4][n:5][cH:6]1)([n:7]1[cH:8][cH:9][n:10][cH:11]1)=[O:12].[CH2:30]1[O:31][CH2:32][CH2:33][CH2:34]1.[CH3:21][NH:22][CH2:23][c:24]1[cH:25][cH:26][cH:27][cH:28][cH:29]1.[O:13]=[C:14]1[CH2:15][CH:16]([C:18](=[O:19])[OH:20])[CH2:17]1>>[O:13]=[C:14]1[CH2:15][CH:16]([C:18](=[O:20])[N:22]([CH3:21])[CH2:23][c:24]2[cH:25][cH:26][cH:27][cH:28][cH:29]2)[CH2:17]1. Reactants: C1(C=2C(C(N1)=O)=CC=CC2)=O.[K] (potassium phthalimide), [I-].[K+] (potassium iodide), BrCC=1COC2=CC=C3C(=C2C1)OCCO3 (9-(Bromomethyl)-2,3-dihydro-8H-[1,4]dioxino[2,3-f]chromene). The solvent is CN(C=O)C (N,N-dimethylformamide), O (water). Run at time 10 hour. Product: ethyl acetate petroleum ether, O1CCOC=2C1=C1C=C(COC1=CC2)CN2C(C1=CC=CC=C1C2=O)=O (2-(2,3-Dihydro-8H-[1,4]dioxino[2,3-f]chromen-9-yl-methyl)-1,3-isoindolinedione). Reaction SMILES: [C:1]1(=[O:11])[NH:5][C:4](=[O:6])[C:3]2=[CH:7][CH:8]=[CH:9][CH:10]=[C:2]12.[K].[I-].[K+].Br[CH2:16][C:17]1[CH2:18][O:19][C:20]2[C:25]([CH:26]=1)=[C:24]1[O:27][CH2:28][CH2:29][O:30][C:23]1=[CH:22][CH:21]=2>CN(C)C=O.O>[O:27]1[C:24]2=[C:25]3[C:20](=[CH:21][CH:22]=[C:23]2[O:30][CH2:29][CH2:28]1)[O:19][CH2:18][C:17]([CH2:16][N:5]1[C:1](=[O:11])[C:2]2[C:3](=[CH:7][CH:8]=[CH:9][CH:10]=2)[C:4]1=[O:6])=[CH:26]3 |f:0.1,2.3,^1:11|. Reported procedure: 2.36 g (12.75 mmol) of potassium phthalimide and also 0.166 g (1 mmol) of potassium iodide are added to a solution of 2.54 g (8.5 mmol) of the brominated compound obtained in Step E in 20 ml of anhydrous N,N-dimethylformamide; the medium is then stirred under argon for 10 hours. The solvent is evaporated in vacuo; the residue obtained is then taken up in water and extracted with dichloromethane. The organic phase is dried over magnesium sulphate and then concentrated under reduced pressure. Chro... The reactants are 7a, ( 5a ), C(C1=CC=CC=C1)(=O)NC=1C=2N=CN([C@H]3C[C@H](OCSC)[C@@H](CO[Si](C)(C)C(C)(C)C)O3)C2N=CN1 (N6-benzoyl-3′-O-(methylthiomethyl)-5′-O-(tert-butyldimethylsilyl)-2′-deoxyadenosine), [N-]=[N+]=[N-].[Na+] (NaN3), [NH4+].[F-] (NH4F), 5a, C1=CCCCC1 (cyclohexene), SO2Cl2, 3-CH2Cl. Run in C(Cl)Cl (CH2Cl2). Reaction conditions: time 10 minute. The product is C(C1=CC=CC=C1)(=O)NC=1C=2N=CN([C@H]3C[C@H](OCN=[N+]=[N-])[C@@H](CO)O3)C2N=CN1 (N6-benzoyl-3′-O-(azidomethyl)-2′-deoxyadenosine). Yield: 48.1%. Reaction SMILES: [C:1]([NH:9][C:10]1[C:11]2[N:12]=[CH:13][N:14]([C:33]=2[N:34]=[CH:35][N:36]=1)[C@@H:15]1[O:32][C@H:22]([CH2:23][O:24][Si](C(C)(C)C)(C)C)[C@@H:17]([O:18][CH2:19]SC)[CH2:16]1)(=[O:8])[C:2]1[CH:7]=[CH:6][CH:5]=[CH:4][CH:3]=1.C1CCCCC=1.[N-:43]=[N+:44]=[N-:45].[Na+].[NH4+].[F-]>C(Cl)Cl>[C:1]([NH:9][C:10]1[C:11]2[N:12]=[CH:13][N:14]([C:33]=2[N:34]=[CH:35][N:36]=1)[C@@H:15]1[O:32][C@H:22]([CH2:23][OH:24])[C@@H:17]([O:18][CH2:19][N:43]=[N+:44]=[N-:45])[CH2:16]1)(=[O:8])[C:2]1[CH:7]=[CH:6][CH:5]=[CH:4][CH:3]=1 |f:2.3,4.5|. Procedure: To 0.4 g N6-benzoyl-3′-O-(methylthiomethyl)-5′-O-(tert-butyldimethylsilyl)-2′-deoxyadenosine (0.76 mmol) dissolved in 7 mL dry CH2Cl2 was treated with 0.4 mL cyclohexene and 155 μL SO2Cl2 (1.91 mmol) at 0° C. for 2 h. During this time the starting material completely converted to 7a which was shown by disappearance of the starting material and appearance of 3′-OH analog (5a) in TLC (EtOAC:Hex/7:3, Rf˜0.3; the 3-CH2Cl (7a) could not detected in TLC due to decomposition in TLC plate to 5a). Then s... The reactants are OC1=C(C=O)C=CC(=C1)OC (2-hydroxy-4-methoxybenzaldehyde), C(C)(C)(C)NO (N-tert-butylhydroxylamine). Yields the product OC1=C(C=CC(=C1)OC)C=[N+]([O-])C(C)(C)C (α-(2-Hydroxy-4-methoxyphenyl)-N-tert-butylnitrone). As a reaction SMILES: [OH:1][C:2]1[CH:9]=[C:8]([O:10][CH3:11])[CH:7]=[CH:6][C:3]=1[CH:4]=O.[C:12]([NH:16][OH:17])([CH3:15])([CH3:14])[CH3:13]>>[OH:1][C:2]1[CH:9]=[C:8]([O:10][CH3:11])[CH:7]=[CH:6][C:3]=1[CH:4]=[N+:16]([C:12]([CH3:15])([CH3:14])[CH3:13])[O-:17]. Procedure: The title compound was prepared according to the procedure described in Example 1 using 2-hydroxy-4-methoxybenzaldehyde and N-tert-butylhydroxylamine. The title compound was isolated in 72.9% yield as a pale yellow crystalline solid, m.p. 115.2-116.0° C. (Rf=0.49 on a silica gel plate using 1:1 EtOAc/hexanes as an eluant).